Dataset: the Open Reaction Database (ORD), a public repository of structured organic reaction records. Task: describe an organic reaction: reactants, conditions, products, and yield Starting materials: COC(C1=CN=C(C=C1)C(=O)N1CCN(CC1)C1=NC=CC=C1NC(C)C)=O (6-[1-[3-(Isopropylamino)-2-pyridyl]piperazine-4-yl-carbonyl]nicotinic acid methyl ester), NCCCO (3-amino-1-propanol), O (water). The solvent is CO (methanol). Run at time 2 hour. The product is OCCCNC(=O)C=1C=CC(=NC1)C(=O)N1CCN(CC1)C1=NC=CC=C1NC(C)C (5-[N-(3-Hydroxypropyl)carbamoyl]-2-[1-[3-(isopropylamino)-2-pyridyl]piperazine-4-yl-carbonyl]pyridine). The yield is 78.0%. As a reaction SMILES: CO[C:3](=[O:28])[C:4]1[CH:9]=[CH:8][C:7]([C:10]([N:12]2[CH2:17][CH2:16][N:15]([C:18]3[C:23]([NH:24][CH:25]([CH3:27])[CH3:26])=[CH:22][CH:21]=[CH:20][N:19]=3)[CH2:14][CH2:13]2)=[O:11])=[N:6][CH:5]=1.[NH2:29][CH2:30][CH2:31][CH2:32][OH:33].O>CO>[OH:33][CH2:32][CH2:31][CH2:30][NH:29][C:3]([C:4]1[CH:9]=[CH:8][C:7]([C:10]([N:12]2[CH2:13][CH2:14][N:15]([C:18]3[C:23]([NH:24][CH:25]([CH3:27])[CH3:26])=[CH:22][CH:21]=[CH:20][N:19]=3)[CH2:16][CH2:17]2)=[O:11])=[N:6][CH:5]=1)=[O:28]. Reported procedure: 6-[1-[3-(Isopropylamino)-2-pyridyl]piperazine-4-yl-carbonyl]nicotinic acid methyl ester (2.5 g) was dissolved in methanol (40 ml) and with the addition of 3-amino-1-propanol (0.95 g), the mixture was heated to reflux for 12 hours and cooled. The excess of water was added slowly at 25° C. for precipitation, the mixture was stirred for 2 hours and filtered. The filtered solid was recrystallized with isopropanol and ether, filtered and dried to give a desired compound of 2.17 g (yield: 78%). Reactants: C(C)(C)(C)OC(=O)N1C[C@@H](CC1)O ((3R)-N-tert-butyloxycarbonylpyrrolidin-3-ol), [H-].[Na+] (sodium hydride), O (Water), COC1=CC=C(CCl)C=C1 (4-Methoxybenzyl chloride). Solvent: CN(C)C=O (DMF), CN(C)C=O (DMF), CCOCC (ether). Run at temperature 0 celsius, time 0.67 hour. The product is C(C)(C)(C)OC(=O)N1C[C@@H](CC1)OCC1=CC=C(C=C1)OC ((3R)-N-tert-Butyloxycarbonyl-3-(4-methoxybenzyloxy)pyrrolidine). Yield: 93.9%. Reaction SMILES: [C:1]([O:5][C:6]([N:8]1[CH2:12][CH2:11][C@@H:10]([OH:13])[CH2:9]1)=[O:7])([CH3:4])([CH3:3])[CH3:2].[H-].[Na+].[CH3:16][O:17][C:18]1[CH:25]=[CH:24][C:21]([CH2:22]Cl)=[CH:20][CH:19]=1.O>CN(C=O)C.CCOCC>[C:1]([O:5][C:6]([N:8]1[CH2:12][CH2:11][C@@H:10]([O:13][CH2:22][C:21]2[CH:24]=[CH:25][C:18]([O:17][CH3:16])=[CH:19][CH:20]=2)[CH2:9]1)=[O:7])([CH3:4])([CH3:2])[CH3:3] |f:1.2|. Reported procedure: A solution of (3R)-N-tert-butyloxycarbonylpyrrolidin-3-ol (2.00 g, 10.7 mmol) in anhydrous DMF (12 ml) was added dropwise to a stirred slurry of sodium hydride (60% dispersion in oil, 0.465 g, 11.6 mmol) in DMF (25 ml) at -10° C. under nitrogen and the mixture stirred at this temperature for 0.67 h. 4-Methoxybenzyl chloride (1.52 ml, 11.2 mmol) was added dropwise and the mixture warmed to 0° C. over 1 h and then stirred at RT for 2 h. Water was added and the mixture poured into ether and washed ... Starting materials: O=C1CCC(=O)N1Br, CCO, CCOC(=O)c1cn(-c2ccc(Cl)cc2)c(-c2ccc(C)cc2C)n1, O. Product: CCOC(=O)c1nc(-c2ccc(C)cc2C)n(-c2ccc(Cl)cc2)c1Br. As a reaction SMILES: [Br:26][N:27]1[C:28](=[O:29])[CH2:30][CH2:31][C:32]1=[O:33].[CH3:35][CH2:36][OH:37].[Cl:1][c:2]1[cH:3][cH:4][c:5](-[n:8]2[c:9](-[c:18]3[c:19]([CH3:25])[cH:20][c:21]([CH3:24])[cH:22][cH:23]3)[n:10][c:11]([C:13](=[O:14])[O:15][CH2:16][CH3:17])[cH:12]2)[cH:6][cH:7]1.[OH2:34]>>[Cl:1][c:2]1[cH:3][cH:4][c:5](-[n:8]2[c:9](-[c:18]3[c:19]([CH3:25])[cH:20][c:21]([CH3:24])[cH:22][cH:23]3)[n:10][c:11]([C:13](=[O:14])[O:15][CH2:16][CH3:17])[c:12]2[Br:26])[cH:6][cH:7]1. Reactants: O (water), S(O)(O)(=O)=O (sulfuric acid), C(C)(=O)SC(C(=O)OCC)CC(C1=CC=C(C=C1)OC1=CC=CC=C1)=O (ethyl 2-acetylthio-3-(4-phenoxybenzoyl)propionate). Solvent: C(C)O (ethanol). Yields the product SC(C(=O)OCC)CC(C1=CC=C(C=C1)OC1=CC=CC=C1)=O (ethyl 2-mercapto-3-(4-phenoxybenzoyl)propionate). The yield is 82.1%. Reaction SMILES: C([S:4][CH:5]([CH2:11][C:12](=[O:26])[C:13]1[CH:18]=[CH:17][C:16]([O:19][C:20]2[CH:25]=[CH:24][CH:23]=[CH:22][CH:21]=2)=[CH:15][CH:14]=1)[C:6]([O:8][CH2:9][CH3:10])=[O:7])(=O)C.O.S(=O)(=O)(O)O>C(O)C>[SH:4][CH:5]([CH2:11][C:12](=[O:26])[C:13]1[CH:14]=[CH:15][C:16]([O:19][C:20]2[CH:25]=[CH:24][CH:23]=[CH:22][CH:21]=2)=[CH:17][CH:18]=1)[C:6]([O:8][CH2:9][CH3:10])=[O:7]. Procedure: 3.72 g of ethyl 2-acetylthio-3-(4-phenoxybenzoyl)propionate were dissolved in 30 ml of ethanol, then 3 ml of distilled water and 1.2 ml of concentrated sulfuric acid were added, and the mixture was refluxed for 4 hours. The ethanol was removed by evaporation under reduced pressure. Diethyl ether was added to the residue, which was washed with water and dried over magnesium sulfate. The diethyl ether was distilled off and the residue was purified first by silica gel column chromatography, eluted ... The reactants are CC(=O)O, CO, Nc1n[nH]c2ncnc(Nc3cccc(Cl)c3)c12, COc1cc(C=O)cc(OC)c1O. Yields the product COc1cc(CNc2n[nH]c3ncnc(Nc4cccc(Cl)c4)c23)cc(OC)c1O. RXN SMILES: [CH3:19][C:20](=[O:21])[OH:22].[CH3:36][OH:37].[NH2:1][c:2]1[n:3][nH:4][c:5]2[n:6][cH:7][n:8][c:9]([NH:11][c:12]3[cH:13][c:14]([Cl:18])[cH:15][cH:16][cH:17]3)[c:10]12.[OH:23][c:24]1[c:25]([O:34][CH3:35])[cH:26][c:27]([CH:28]=[O:29])[cH:30][c:31]1[O:32][CH3:33]>>[NH:1]([c:2]1[n:3][nH:4][c:5]2[n:6][cH:7][n:8][c:9]([NH:11][c:12]3[cH:13][c:14]([Cl:18])[cH:15][cH:16][cH:17]3)[c:10]12)[CH2:28][c:27]1[cH:26][c:25]([O:34][CH3:35])[c:24]([OH:23])[c:31]([O:32][CH3:33])[cH:30]1. Reactants: C(C)OC(COC=1C(=NC(=CC1)Br)[N+](=O)[O-])=O ((6-Bromo-2-nitro-pyridin-3-yloxy)-acetic acid ethyl ester), BrC1=CC=C(C(=N1)[N+](=O)[O-])O (6-bromo-2-nitro-pyridin-3-ol), C(=O)([O-])[O-].[K+].[K+] (K2CO3), BrCC(=O)OCC (ethyl bromoacetate). Run in CC(=O)C (acetone), CCOCC (Et2O). Run at time 20 hour. Yields the product O=C1NC2=C(OC1)C=CC(=N2)C=O (3-Oxo-3,4-dihydro-2H-pyrido[3,2-b][1,4]oxazine-6-carbaldehyde). Yield: 74.0%. As a reaction SMILES: C(O[C:4](=[O:17])[CH2:5][O:6][C:7]1[C:8]([N+:14]([O-])=O)=[N:9][C:10](Br)=[CH:11][CH:12]=1)C.BrC1N=C([N+]([O-])=O)[C:22]([OH:28])=CC=1.C([O-])([O-])=O.[K+].[K+].BrCC(OCC)=O>CC(C)=O.CCOCC>[O:17]=[C:4]1[CH2:5][O:6][C:7]2[CH:12]=[CH:11][C:10]([CH:22]=[O:28])=[N:9][C:8]=2[NH:14]1 |f:2.3.4|. Reported procedure: (6-Bromo-2-nitro-pyridin-3-yloxy)-acetic acid ethyl ester. To a suspension of 6-bromo-2-nitro-pyridin-3-ol (3.07 g, 14.0 mmol) in acetone (20 mL) was added K2CO3 (3.93 g, 28.0 mmol) and ethyl bromoacetate (1.55 mL, 14.0 mmol). The mixture was heated to reflux and stirred for 20 h. The resulting suspension was cooled to RT, diluted with Et2O (100 mL) and filtered. The filtrate was concentrated to afford 3.14 g (74%) of the title compound, which was used without further purification. MS (ESI): exa... Product: OC1=CC=C(C=2OC3=CC(=CC=C3C(C2)=O)O)C=C1 (4′,7-dihydroxyflavone). Run at time 24 hour. RXN SMILES: B(Br)(Br)Br.C[O:6][C:7]1[CH:24]=[CH:23][C:10]([C:11]2[O:12][C:13]3[C:18]([C:19](=[O:21])[CH:20]=2)=[CH:17][CH:16]=[C:15]([OH:22])[CH:14]=3)=[CH:9][CH:8]=1>ClCCl>[OH:6][C:7]1[CH:24]=[CH:23][C:10]([C:11]2[O:12][C:13]3[C:18]([C:19](=[O:21])[CH:20]=2)=[CH:17][CH:16]=[C:15]([OH:22])[CH:14]=3)=[CH:9][CH:8]=1. Reactants: ice water, B(Br)(Br)Br (boron tribromide), COC1=CC=C(C=2OC3=CC(=CC=C3C(C2)=O)O)C=C1 (4′-methoxy-7-hydroxyflavone), B(Br)(Br)Br (boron tribromide). The solvent is ClCCl (dichloromethane). Procedure: A boron tribromide solution (1.8 ml, 6 equivalents) is added to a well-stirred solution of 4′-methoxy-7-hydroxyflavone (3 mmol) in dichloromethane (50 ml) at −78° C. under an argon atmosphere. When the addition of the boron tribromide solution is complete, the reaction mixture is stirred at room temperature for 24 hours and introduced into an ice/water mixture (300 ml). The product is filtered off and recrystallised from ethanol/water to give 4′,7-dihydroxyflavone. 1H NMR (300 MHz, d6-DMSO): δ 1... Starting materials: Cc1ccc([N+](=O)[O-])cc1Br, CN1CCCC1=O, O=C([O-])C(F)(F)F, [Na+], O. The product is Cc1ccc([N+](=O)[O-])cc1C(F)(F)F. Reaction SMILES: [Br:1][c:2]1[c:3]([CH3:11])[cH:4][cH:5][c:6]([N+:8](=[O:9])[O-:10])[cH:7]1.[CH3:21][N:22]1[CH2:23][CH2:24][CH2:25][C:26]1=[O:27].[F:12][C:13]([C:14]([O-:15])=[O:16])([F:17])[F:18].[Na+:19].[OH2:20]>>[c:2]1([C:13]([F:12])([F:17])[F:18])[c:3]([CH3:11])[cH:4][cH:5][c:6]([N+:8](=[O:9])[O-:10])[cH:7]1. Starting materials: C(=O)C=1C=C(C(=O)OC)C=CC1 (methyl 3-formylbenzoate), CC(C)(C)[S@](=O)N ((S)-2-methyl-2-propanesulfinamide), S(=O)(=O)([O-])[O-].[Mg+2] (magnesium sulfate). Reagents/catalysts: C1(=CC=C(C=C1)S(=O)(=O)[O-])C.[NH+]1=CC=CC=C1 (pyridinium paratoluene sulfonate). Run in ClCCl (dichloromethane). Reaction conditions: time 8 hour. The product is C(C)(C)(C)[S@](=O)\N=C\C=1C=C(C(=O)OC)C=CC1 (methyl 3-[(E)-{[(S)-tert-butylsulfinyl]imino}methyl]benzoate). The yield is 61.4%. As a reaction SMILES: [CH:1]([C:3]1[CH:4]=[C:5]([CH:10]=[CH:11][CH:12]=1)[C:6]([O:8][CH3:9])=[O:7])=O.[CH3:13][C:14]([S@@:17]([NH2:19])=[O:18])([CH3:16])[CH3:15].S([O-])([O-])(=O)=O.[Mg+2]>ClCCl.C1(C)C=CC(S([O-])(=O)=O)=CC=1.[NH+]1C=CC=CC=1>[C:14]([S@@:17](/[N:19]=[CH:1]/[C:3]1[CH:4]=[C:5]([CH:10]=[CH:11][CH:12]=1)[C:6]([O:8][CH3:9])=[O:7])=[O:18])([CH3:16])([CH3:15])[CH3:13] |f:2.3,5.6|. Reported procedure: A suspension of 3.0 g of methyl 3-formylbenzoate, 2.5 g of (S)-2-methyl-2-propanesulfinamide, 250 mg of pyridinium paratoluene sulfonate, and 11 g of magnesium sulfate in 50 ml of dichloromethane was stirred overnight. The reaction mixture was filtered over Celite and the solvent was then evaporated under reduced pressure. The obtained residue was purified by silica gel column chromatography to obtain 3.0 g of methyl 3-[(E)-{[(S)-tert-butylsulfinyl]imino}methyl]benzoate. The reactants are OC1CCC(CC1)N1C(C2=CC=CC=C2C1=O)=O (2-(4-hydroxycyclohexyl)isoindole-1,3-dione), C1(=CC=CC=C1)P(C1=CC=CC=C1)C1=CC=CC=C1 (triphenyl phosphine), C(C)OC(C1=CC=C(C=C1)O)=O (4-hydroxy benzoic acid ethyl ester), CC(C)OC(=O)/N=N/C(=O)OC(C)C (DIAD). Solvent: C1CCOC1 (THF). Run at temperature 0 celsius, time 3 hour. Yields the product C(C)OC(C1=CC=C(C=C1)OC1CCC(CC1)N1C(C2=CC=CC=C2C1=O)=O)=O (4-[4-(1,3-dioxo-1,3-dihydro-isoindol-2-yl)-cyclohexyloxy]-benzoic acid ethyl ester). Isolated yield 40.0%. Reaction SMILES: [OH:1][CH:2]1[CH2:7][CH2:6][CH:5]([N:8]2[C:16](=[O:17])[C:15]3[C:10](=[CH:11][CH:12]=[CH:13][CH:14]=3)[C:9]2=[O:18])[CH2:4][CH2:3]1.C1(P(C2C=CC=CC=2)C2C=CC=CC=2)C=CC=CC=1.[CH2:38]([O:40][C:41](=[O:49])[C:42]1[CH:47]=[CH:46][C:45](O)=[CH:44][CH:43]=1)[CH3:39].CC(OC(/N=N/C(OC(C)C)=O)=O)C>C1COCC1>[CH2:38]([O:40][C:41](=[O:49])[C:42]1[CH:47]=[CH:46][C:45]([O:1][CH:2]2[CH2:3][CH2:4][CH:5]([N:8]3[C:9](=[O:18])[C:10]4[C:15](=[CH:14][CH:13]=[CH:12][CH:11]=4)[C:16]3=[O:17])[CH2:6][CH2:7]2)=[CH:44][CH:43]=1)[CH3:39]. Reported procedure: To a stirred solution of 2-(4-hydroxycyclohexyl)isoindole-1,3-dione (8.0 g, 32.6 mmol) in dry THF (100 mL) was added triphenyl phosphine (12.8 g, 48.8 mmol) and 4-hydroxy benzoic acid ethyl ester (5.44 g, 32.7 mmol). The reaction mixture was cooled to 0° C. and DIAD (9.6 g, 47.4 mmol) was added dropwise from an addition funnel over a period of 3 h. The reaction was gradually brought to room temperature and stirring continued for 3 h. The solvent was removed under vacuum and ether (100 mL) was ad...